The task is: describe an organic reaction: reactants, conditions, products, and yield. This data is from the Open Reaction Database (ORD), a public repository of structured organic reaction records. Reactants: Clc1cc(Nc2ncnc3cccc(OCCNCC4CC4)c23)ccc1OCc1ccccn1, O=C(O)CO. The product is O=C(CO)N(CCOc1cccc2ncnc(Nc3ccc(OCc4ccccn4)c(Cl)c3)c12)CC1CC1. Reaction SMILES: [Cl:6][c:7]1[cH:8][c:9]([NH:21][c:22]2[n:23][cH:24][n:25][c:26]3[cH:27][cH:28][cH:29][c:30]([O:32][CH2:33][CH2:34][NH:35][CH2:36][CH:37]4[CH2:38][CH2:39]4)[c:31]23)[cH:10][cH:11][c:12]1[O:13][CH2:14][c:15]1[n:16][cH:17][cH:18][cH:19][cH:20]1.[OH:1][CH2:2][C:3]([OH:4])=[O:5]>>[OH:1][CH2:2][C:3](=[O:5])[N:35]([CH2:34][CH2:33][O:32][c:30]1[cH:29][cH:28][cH:27][c:26]2[n:25][cH:24][n:23][c:22]([NH:21][c:9]3[cH:8][c:7]([Cl:6])[c:12]([O:13][CH2:14][c:15]4[n:16][cH:17][cH:18][cH:19][cH:20]4)[cH:11][cH:10]3)[c:31]21)[CH2:36][CH:37]1[CH2:38][CH2:39]1.